The task is: describe an organic reaction: reactants, conditions, products, and yield. This data is from the Open Reaction Database (ORD), a public repository of structured organic reaction records. Product: COc1ccc2c(c1)C(=CCN)CC2. Reactants: CO, CCO, COc1ccc2c(c1)C(=CC#N)CC2, [Co], N. Reaction SMILES: [CH3:15][OH:16].[CH3:18][CH2:19][OH:20].[CH3:1][O:2][c:3]1[cH:4][cH:5][c:6]2[c:10]([cH:11]1)[C:9](=[CH:12][C:13]#[N:14])[CH2:8][CH2:7]2.[Co:21].[NH3:17]>>[CH3:1][O:2][c:3]1[cH:4][cH:5][c:6]2[c:10]([cH:11]1)[C:9](=[CH:12][CH2:13][NH2:14])[CH2:8][CH2:7]2.